Task: describe an organic reaction: reactants, conditions, products, and yield. Dataset: the Open Reaction Database (ORD), a public repository of structured organic reaction records The reactants are ice water, COC1=C(C=CC2=CC=CC=C12)C(=O)O (1-methoxy-naphthalene-2-carboxylic acid), [N+](=O)([O-])[O-].[K+] (potassium nitrate). The solvent is C(C)(=O)O (acetic acid), S(O)(O)(=O)=O (sulphuric acid). Conditions: time 4 hour. Yields the product COC1=C(C=C(C2=CC=CC=C12)[N+](=O)[O-])C(=O)O (1-methoxy-4-nitro naphthalene-2-carboxylic acid). As a reaction SMILES: [CH3:1][O:2][C:3]1[C:12]2[C:7](=[CH:8][CH:9]=[CH:10][CH:11]=2)[CH:6]=[CH:5][C:4]=1[C:13]([OH:15])=[O:14].[N+:16]([O-])([O-:18])=[O:17].[K+]>C(O)(=O)C.S(=O)(=O)(O)O>[CH3:1][O:2][C:3]1[C:12]2[C:7](=[CH:8][CH:9]=[CH:10][CH:11]=2)[C:6]([N+:16]([O-:18])=[O:17])=[CH:5][C:4]=1[C:13]([OH:15])=[O:14] |f:1.2|. Reported procedure: To a stirred solution of 1-methoxy-naphthalene-2-carboxylic acid (20.2 g; 0.1 m) in glacial acetic acid (200 ml) was added a solution of potassium nitrate (10.1 g; 0.1 m) in concentrated sulphuric acid (10 ml). The temperature was maintained below 25° C. by means of a water bath. The reaction was stirred for four hours and poured into ice-water (500 ml). The product was collected by filtration, washed well with water and dried in vacuo at room temperature to give 1-methoxy-4-nitro naphthalene-2-... Reactants: C(C)(C)(C)OC(=O)N1CCC(CC1)C1=CC(=CC=C1)C(=O)OCC (4-(3-ethoxycarbonyl-phenyl)-piperidine-1-carboxylic acid tert-butyl ester), Cl (HCl), O1CCOCC1 (dioxane). Reaction conditions: time 8 hour. Yields the product Cl.C(C)OC(C1=CC(=CC=C1)C1CCNCC1)=O (3-piperidin-4-yl-benzoic acid ethyl ester hydrochloride salt). RXN SMILES: C(OC([N:8]1[CH2:13][CH2:12][CH:11]([C:14]2[CH:19]=[CH:18][CH:17]=[C:16]([C:20]([O:22][CH2:23][CH3:24])=[O:21])[CH:15]=2)[CH2:10][CH2:9]1)=O)(C)(C)C.[ClH:25].O1CCOCC1>>[ClH:25].[CH2:23]([O:22][C:20](=[O:21])[C:16]1[CH:17]=[CH:18][CH:19]=[C:14]([CH:11]2[CH2:10][CH2:9][NH:8][CH2:13][CH2:12]2)[CH:15]=1)[CH3:24] |f:3.4|. Procedure details: To a solution of 4-(3-ethoxycarbonyl-phenyl)-piperidine-1-carboxylic acid tert-butyl ester (10.55 g, 31.64 mmol) was added a solution of 4M HCl in dioxane (79 mL, 316.41 mmol)) at RT. After stirring overnight at RT, the solvent was evaporated under reduce pressure. The resulting yellowish viscous oil was triturated with diethylether, and filtered to give 3-piperidin-4-yl-benzoic acid ethyl ester hydrochloride salt (8.53 g, quant.). 1H-NMR (400 MHz, d6-DMSO): δ=1.81-1.86 (t, 3H), 1.91-1.98 (m, 3H... The reactants are O=C1CN(CCN1C1=NC2=CC(=CC=C2N=C1)C=1C=NC=C(C1)NS(=O)(=O)C1=CC=CC=C1)C(=O)OC(C)(C)C (1,1-dimethylethyl 3-oxo-4-(7-{5-[(phenylsulfonyl)amino]-3-pyridinyl}-2-quinoxalinyl)-1-piperazinecarboxylate), FC(C(=O)O)(F)F (trifluoroacetic acid). Solvent: C(C)(=O)OCC (ethyl acetate), hexanes, C(C)#N (acetonitrile). Run at time 1 hour. Product: O=C1N(CCNC1)C=1C=NC2=CC=C(C=C2N1)C=1C=C(C=NC1)NS(=O)(=O)C1=CC=CC=C1 (N-{5-[3-(2-oxo-1-piperazinyl)-6-quinoxalinyl]-3-pyridinyl}benzenesulfonamide). The yield is 68.2%. As a reaction SMILES: [O:1]=[C:2]1[N:7]([C:8]2[CH:17]=[N:16][C:15]3[C:10](=[CH:11][C:12]([C:18]4[CH:19]=[N:20][CH:21]=[C:22]([NH:24][S:25]([C:28]5[CH:33]=[CH:32][CH:31]=[CH:30][CH:29]=5)(=[O:27])=[O:26])[CH:23]=4)=[CH:13][CH:14]=3)[N:9]=2)[CH2:6][CH2:5][N:4](C(OC(C)(C)C)=O)[CH2:3]1.FC(F)(F)C(O)=O>C(#N)C.C(OCC)(=O)C>[O:1]=[C:2]1[CH2:3][NH:4][CH2:5][CH2:6][N:7]1[C:8]1[CH:17]=[N:16][C:15]2[C:10]([N:9]=1)=[CH:11][C:12]([C:18]1[CH:23]=[C:22]([NH:24][S:25]([C:28]3[CH:33]=[CH:32][CH:31]=[CH:30][CH:29]=3)(=[O:27])=[O:26])[CH:21]=[N:20][CH:19]=1)=[CH:13][CH:14]=2. Procedure details: To a solution of 1,1-dimethylethyl 3-oxo-4-(7-{5-[(phenylsulfonyl)amino]-3-pyridinyl}-2-quinoxalinyl)-1-piperazinecarboxylate (0.21 mmol) in acetonitrile (4 ml) was added concentrated trifluoroacetic acid (4 ml). The reaction stirred at ambient temperature for 1 hour and was then concentrated to an orange oil. The residue was neutralized with saturated sodium bicarbonate solution upon which a precipitate formed. The precipitate was dissolved in ethyl acetate and crashed out of solution with hexa...